This data is from the Open Reaction Database (ORD), a public repository of structured organic reaction records. The task is: describe an organic reaction: reactants, conditions, products, and yield The product is CC(C)=CCCC(C)=CCNc1ccc(C(=O)O)c(O)c1. Reaction SMILES: [CH2:12]([CH:13]=[C:14]([CH3:15])[CH2:16][CH2:17][CH:18]=[C:19]([CH3:20])[CH3:21])[Br:22].[NH2:1][c:2]1[cH:3][cH:4][c:5]([C:6]([OH:7])=[O:8])[c:9]([OH:10])[cH:11]1.[O:24]=[CH:25][N:26]([CH3:27])[CH3:28].[OH2:23]>>[NH:1]([c:2]1[cH:3][cH:4][c:5]([C:6]([OH:7])=[O:8])[c:9]([OH:10])[cH:11]1)[CH2:12][CH:13]=[C:14]([CH3:15])[CH2:16][CH2:17][CH:18]=[C:19]([CH3:20])[CH3:21]. Starting materials: CC(C)=CCCC(C)=CCBr, Nc1ccc(C(=O)O)c(O)c1, CN(C)C=O, O. Reactants: FC=1C=CC(=C(C(=O)NC2=NC=C(C=C2)Cl)C1)NC(C1=C(C=C(C=C1)F)OC(C)C)=O (5-fluoro-2-(4-fluoro-2-isopropoxybenzoylamino)-N-(5-chloropyridin-2-yl)benzamide), CN1CCNCCC1 (1-methyl-hexahydro-1,4-diazepine). Product: FC=1C=CC(=C(C(=O)NC2=NC=C(C=C2)Cl)C1)NC(C1=C(C=C(C=C1)N1CCN(CCC1)C)OC(C)C)=O (5-Fluoro-2-[2-isopropoxy-4-(4-methylhexahydro-1,4-diazepin-1-yl)benzoylamino]-N-(5-chloropyridin-2-yl)benzamide). The yield is 99.9%. RXN SMILES: [F:1][C:2]1[CH:3]=[CH:4][C:5]([NH:18][C:19](=[O:31])[C:20]2[CH:25]=[CH:24][C:23](F)=[CH:22][C:21]=2[O:27][CH:28]([CH3:30])[CH3:29])=[C:6]([CH:17]=1)[C:7]([NH:9][C:10]1[CH:15]=[CH:14][C:13]([Cl:16])=[CH:12][N:11]=1)=[O:8].[CH3:32][N:33]1[CH2:39][CH2:38][CH2:37][NH:36][CH2:35][CH2:34]1>>[F:1][C:2]1[CH:3]=[CH:4][C:5]([NH:18][C:19](=[O:31])[C:20]2[CH:25]=[CH:24][C:23]([N:36]3[CH2:37][CH2:38][CH2:39][N:33]([CH3:32])[CH2:34][CH2:35]3)=[CH:22][C:21]=2[O:27][CH:28]([CH3:30])[CH3:29])=[C:6]([CH:17]=1)[C:7]([NH:9][C:10]1[CH:15]=[CH:14][C:13]([Cl:16])=[CH:12][N:11]=1)=[O:8]. Procedure: Prepared from 5-fluoro-2-(4-fluoro-2-isopropoxybenzoylamino)-N-(5-chloropyridin-2-yl)benzamide (159 mg, 0.356 mmol) and 1-methyl-hexahydro-1,4-diazepine (203 mg, 1.77 mmol, 5 eq) to provide 192 mg (82%) of the title compound. Starting materials: CCCC[Sn](=O)CCCC, Cc1ccccc1, CCCCCCCCOc1ccc(C(N)=O)c(O)c1. Yields the product CCCCCCCCOc1ccc(C#N)c(O)c1. RXN SMILES: [CH2:20]([Sn:21](=[O:22])[CH2:23][CH2:24][CH2:25][CH3:26])[CH2:27][CH2:28][CH3:29].[CH3:30][c:31]1[cH:32][cH:33][cH:34][cH:35][cH:36]1.[OH:1][c:2]1[c:3]([C:4](=[O:5])[NH2:6])[cH:7][cH:8][c:9]([O:11][CH2:12][CH2:13][CH2:14][CH2:15][CH2:16][CH2:17][CH2:18][CH3:19])[cH:10]1>>[OH:1][c:2]1[c:3]([C:4]#[N:6])[cH:7][cH:8][c:9]([O:11][CH2:12][CH2:13][CH2:14][CH2:15][CH2:16][CH2:17][CH2:18][CH3:19])[cH:10]1. Reactants: FC(C=1C=NC(=NC1)N1CCC(CC1)O)(F)F (1-(5-(trifluoromethyl)pyrimidin-2-yl)piperidin-4-ol), C1(=CC=CC=C1)P(C1=CC=CC=C1)C1=CC=CC=C1 (triphenylphosphine), N(=N\C(=O)OCC)/C(=O)OCC ((E)-diethyl diazene-1,2-dicarboxylate), ClC=1C(=CC(NC1)=O)O (5-chloro-4-hydroxypyridin-2(1H)-one). Solvent: CN(C)C=O (DMF), C(C)(=O)OCC (ethyl acetate). Run at time 5 minute. The product is ClC=1C(=CC(NC1)=O)OC1CCN(CC1)C1=NC=C(C=N1)C(F)(F)F (5-Chloro-4-(1-(5-(trifluoromethyl)pyrimidin-2-yl)piperidin-4-yloxy)pyridin-2(1H)-one). As a reaction SMILES: C1(P(C2C=CC=CC=2)C2C=CC=CC=2)C=CC=CC=1.N(/C(OCC)=O)=N\C(OCC)=O.[Cl:32][C:33]1[C:34]([OH:40])=[CH:35][C:36](=[O:39])[NH:37][CH:38]=1.[F:41][C:42]([F:57])([F:56])[C:43]1[CH:44]=[N:45][C:46]([N:49]2[CH2:54][CH2:53][CH:52](O)[CH2:51][CH2:50]2)=[N:47][CH:48]=1>C(OCC)(=O)C.CN(C=O)C>[Cl:32][C:33]1[C:34]([O:40][CH:52]2[CH2:53][CH2:54][N:49]([C:46]3[N:45]=[CH:44][C:43]([C:42]([F:41])([F:56])[F:57])=[CH:48][N:47]=3)[CH2:50][CH2:51]2)=[CH:35][C:36](=[O:39])[NH:37][CH:38]=1. Reported procedure: To a 100 mL recovery flask under nitrogen was added triphenylphosphine (1285 mg, 4.90 mmol), DMF (10 mL), and then (E)-diethyl diazene-1,2-dicarboxylate (0.67 mL, 4.20 mmol). The mixture was stirred at room temperature for 5 minutes at which point 5-chloro-4-hydroxypyridin-2(1H)-one (509 mg, 3.50 mmol) was added. After stirring for an additional 5 minutes, 1-(5-(trifluoromethyl)pyrimidin-2-yl)piperidin-4-ol (1865 mg, 3.50 mmol) was added. The reaction was placed in a 100° C. oil bath under a nit... The reactants are CS(=O)(=O)Cl, COc1cc(C)c(F)cc1C(=O)c1cnc(NC2CCC(N)CC2)nc1N. Product: COc1cc(C)c(F)cc1C(=O)c1cnc(NC2CCC(NS(C)(=O)=O)CC2)nc1N. RXN SMILES: [CH3:28][S:29]([Cl:30])(=[O:31])=[O:32].[NH2:1][c:2]1[n:3][c:4]([NH:20][CH:21]2[CH2:22][CH2:23][CH:24]([NH2:27])[CH2:25][CH2:26]2)[n:5][cH:6][c:7]1[C:8](=[O:9])[c:10]1[c:11]([O:18][CH3:19])[cH:12][c:13]([CH3:17])[c:14]([F:16])[cH:15]1>>[NH2:1][c:2]1[n:3][c:4]([NH:20][CH:21]2[CH2:22][CH2:23][CH:24]([NH:27][S:29]([CH3:28])(=[O:31])=[O:32])[CH2:25][CH2:26]2)[n:5][cH:6][c:7]1[C:8](=[O:9])[c:10]1[c:11]([O:18][CH3:19])[cH:12][c:13]([CH3:17])[c:14]([F:16])[cH:15]1. Starting materials: C1CCOC1, CI, [Cl-], [H-], COc1ccc(Oc2c(I)cc(CO)cc2I)cc1, [NH4+], [Na+]. Product: COCc1cc(I)c(Oc2ccc(OC)cc2)c(I)c1. Reaction SMILES: [CH2:26]1[O:27][CH2:28][CH2:29][CH2:30]1.[CH3:22][I:23].[Cl-:24].[H-:20].[I:1][c:2]1[cH:3][c:4]([CH2:5][OH:6])[cH:7][c:8]([I:19])[c:9]1[O:10][c:11]1[cH:12][cH:13][c:14]([O:17][CH3:18])[cH:15][cH:16]1.[NH4+:25].[Na+:21]>>[I:1][c:2]1[cH:3][c:4]([CH2:5][O:6][CH3:22])[cH:7][c:8]([I:19])[c:9]1[O:10][c:11]1[cH:12][cH:13][c:14]([O:17][CH3:18])[cH:15][cH:16]1. Reported procedure: A suspension of 5-chloro-N2-(2-fluoro-5-methyl-4-(piperidin-4-yl)phenyl)-N4-(5-methyl-1H-pyrazol-3-yl)pyrimidine-2,4-diamine (20 mg, 0.05 mmol), 3-chloro-6-methylpyridazine (13 mg, 0.1 mmol) and Cs2CO3 (33 mg, 0.1 mmol) in dioxane (1 mL) was stirred at 150° C. in a sealed vial. After 15 h, additional 3-chloro-6-methylpyridazine (26 mg) and Cs2CO3 (66 mg) were added. The reaction was continued for an additional 3 h. The crude reaction mixture was purified by RP-HPLC to give 5-Chloro-N2-(2-fluoro-... RXN SMILES: [Cl:1][C:2]1[C:3]([NH:23][C:24]2[CH:28]=[C:27]([CH3:29])[NH:26][N:25]=2)=[N:4][C:5]([NH:8][C:9]2[CH:14]=[C:13]([CH3:15])[C:12]([CH:16]3[CH2:21][CH2:20][NH:19][CH2:18][CH2:17]3)=[CH:11][C:10]=2[F:22])=[N:6][CH:7]=1.Cl[C:31]1[N:32]=[N:33][C:34]([CH3:37])=[CH:35][CH:36]=1.C([O-])([O-])=O.[Cs+].[Cs+]>O1CCOCC1>[Cl:1][C:2]1[C:3]([NH:23][C:24]2[CH:28]=[C:27]([CH3:29])[NH:26][N:25]=2)=[N:4][C:5]([NH:8][C:9]2[CH:14]=[C:13]([CH3:15])[C:12]([CH:16]3[CH2:17][CH2:18][N:19]([C:31]4[N:32]=[N:33][C:34]([CH3:37])=[CH:35][CH:36]=4)[CH2:20][CH2:21]3)=[CH:11][C:10]=2[F:22])=[N:6][CH:7]=1 |f:2.3.4|. The product is ClC=1C(=NC(=NC1)NC1=C(C=C(C(=C1)C)C1CCN(CC1)C=1N=NC(=CC1)C)F)NC1=NNC(=C1)C (5-Chloro-N2-(2-fluoro-5-methyl-4-(1-(6-methylpyridazin-3-yl)piperidin-4-yl)phenyl)-N4-(5-methyl-1H-pyrazol-3-yl)pyrimidine-2,4-diamine). Starting materials: ClC=1C(=NC(=NC1)NC1=C(C=C(C(=C1)C)C1CCNCC1)F)NC1=NNC(=C1)C (5-chloro-N2-(2-fluoro-5-methyl-4-(piperidin-4-yl)phenyl)-N4-(5-methyl-1H-pyrazol-3-yl)pyrimidine-2,4-diamine), ClC=1N=NC(=CC1)C (3-chloro-6-methylpyridazine), C(=O)([O-])[O-].[Cs+].[Cs+] (Cs2CO3), ClC=1N=NC(=CC1)C (3-chloro-6-methylpyridazine), C(=O)([O-])[O-].[Cs+].[Cs+] (Cs2CO3). Run at temperature 150 celsius, time 15 hour. Solvent: O1CCOCC1 (dioxane). Starting materials: NC=1OCC([C@@](N1)(C)C1=CC(=C(C=C1F)O)[N+](=O)[O-])(F)F (4-((R)-2-amino-5,5-difluoro-4-methyl-5,6-dihydro-4H-[1,3]oxazin-4-yl)-5-fluoro-2-nitro-phenol), BrCC(=O)C1=NC=C(C=C1)Cl (2-bromo-1-(5-chloropyridin-2-yl)ethanone), C([O-])([O-])=O.[Cs+].[Cs+] (cesium carbonate), C(O)([O-])=O.[Na+] (sodium hydrogencarbonate). Reagents/catalysts: [I-].[K+] (potassium iodide). The solvent is CC(=O)C (acetone). Product: NC=1OCC([C@@](N1)(C)C1=CC(=C(OCC(=O)C2=NC=C(C=C2)Cl)C=C1F)[N+](=O)[O-])(F)F (2-[4-((R)-2-amino-5,5-difluoro-4-methyl-5,6-dihydro-4H-[1,3]oxazin-4-yl)-5-fluoro-2-nitro-phenoxy]-1-(5-chloro-pyridin-2-yl)-ethanone). The yield is 91.5%. RXN SMILES: [NH2:1][C:2]1[O:3][CH2:4][C:5]([F:21])([F:20])[C@:6]([C:9]2[C:14]([F:15])=[CH:13][C:12]([OH:16])=[C:11]([N+:17]([O-:19])=[O:18])[CH:10]=2)([CH3:8])[N:7]=1.Br[CH2:23][C:24]([C:26]1[CH:31]=[CH:30][C:29]([Cl:32])=[CH:28][N:27]=1)=[O:25].C(=O)([O-])[O-].[Cs+].[Cs+].C(=O)([O-])O.[Na+]>CC(C)=O.[I-].[K+]>[NH2:1][C:2]1[O:3][CH2:4][C:5]([F:20])([F:21])[C@:6]([C:9]2[C:14]([F:15])=[CH:13][C:12]([O:16][CH2:23][C:24]([C:26]3[CH:31]=[CH:30][C:29]([Cl:32])=[CH:28][N:27]=3)=[O:25])=[C:11]([N+:17]([O-:19])=[O:18])[CH:10]=2)([CH3:8])[N:7]=1 |f:2.3.4,5.6,8.9|. Procedure: A dispersion of 4-((R)-2-amino-5,5-difluoro-4-methyl-5,6-dihydro-4H-[1,3]oxazin-4-yl)-5-fluoro-2-nitro-phenol (intermediate F2.1) (120 mg, 393 μmol), 2-bromo-1-(5-chloropyridin-2-yl)ethanone (101 mg, 432 μmol), cesium carbonate (512 mg, 1.57 mmol), and potassium iodide (2 mg, 14.5 μmol) in acetone (5.51 ml) was stirred at room temperature for 20 hours. For the workup, the reaction mixture was poured into a saturated solution of sodium hydrogencarbonate (5 ml) and extracted with dichloromethane (... The reactants are NCCCCCCCCCCCCN (1,12-diaminododecane), CN1C(CCC1)=O (N-methyl-2-pyrrolidone), NCCC[Si](O[Si](CCCN)(C)C)(C)C (1,3-bis(3-aminopropyl)tetramethyldisiloxane), CC(C)(C1=CC=C(C=C1)OC2=CC3=C(C=C2)C(=O)OC3=O)C4=CC=C(C=C4)OC5=CC6=C(C=C5)C(=O)OC6=O (4,4′-(4,4′-isopropylidenediphenoxy)bis(phthalic anhydride)), C(C)(=O)OC(C)=O (acetic anhydride). The solvent is O (water). Conditions: temperature 180 celsius. Product: CC1(CC(C2=C1C=C(C=C2)N)(C)C3=CC=C(C=C3)N)C.C1=CC2=C(C=C1C(=O)C3=CC4=C(C=C3)C(=O)OC4=O)C(=O)OC2=O (polyimide resin). Reaction SMILES: N[CH2:2][CH2:3]CCCCCCCCCCN.N[CH2:16]CC[Si](C)(C)O[Si](C)(C)[CH2:22][CH2:23][CH2:24][NH2:25].C[C:31]([C:51]1[CH:56]=CC(OC2C=CC3C(OC(=O)C=3C=2)=O)=C[CH:52]=1)([C:33]1[CH:38]=C[C:36](O[C:40]2[CH:45]=[CH:44][C:43]3[C:46]([O:48][C:49](=[O:50])[C:42]=3[CH:41]=2)=[O:47])=[CH:35][CH:34]=1)C.[C:69]([O:72][C:73](=[O:75])[CH3:74])(=[O:71])[CH3:70].C[N:77]1[CH2:81][CH2:80][CH2:79][C:78]1=[O:82]>O>[CH3:52][C:51]1([CH3:56])[C:79]2[CH:80]=[C:81]([NH2:77])[CH:2]=[CH:3][C:78]=2[C:33]([C:34]2[CH:22]=[CH:23][C:24]([NH2:25])=[CH:36][CH:35]=2)([CH3:38])[CH2:31]1.[CH:45]1[C:40]([C:78]([C:79]2[CH:80]=[CH:81][C:70]3[C:69]([O:72][C:73](=[O:75])[C:74]=3[CH:16]=2)=[O:71])=[O:82])=[CH:41][C:42]2[C:49]([O:48][C:46](=[O:47])[C:43]=2[CH:44]=1)=[O:50] |f:6.7|. Procedure: A 300 ml flask fitted with a thermometer, a stirrer, a condenser, and a nitrogen inlet tube was charged with 2.71 g (0.045 mols) of 1,12-diaminododecane, 5.77 g (0.01 mols) of a polyetherdiamine (ED2000 (a product name), manufactured by BASF Corporation, molecular weight: 1,923), 3.35 g (0.045 mols) of 1,3-bis(3-aminopropyl)tetramethyldisiloxane (LP-7100 (a product name), manufactured by Shin-Etsu Chemical Co., Ltd.), 15.62 g (0.1 mols) of 4,4′-(4,4′-isopropylidenediphenoxy)bis(phthalic anhydrid... Solvent: C(C)OCC (diethyl ether), O (water), CS(=O)C (dimethylsulfoxide). Procedure: To 1.0 g (2.2 mmole) of N-(4-trifluoromethoxyphenyl)-3-(4-hydroxyphenyl)-4-(N-methyl-N-(methoxycarbonyl)amino)-4,5-dihydro-1H-pyrazole-1-carboxamide (Example 297) dissolved in 7.5 ml of dimethylsulfoxide was added 0.35 g (2.8 mmole) of 45% aqueous potassium hydroxide and 1.02 g (6.0 mmole) of 1-iodopropane. The mixture was warmed to 50° C. for 30 minutes and diluted with diethyl ether and water. The organic layer was washed with brine, dried over anhydrous magnesium sulfate, filtered, concentrat... Conditions: temperature 50 celsius. The reactants are [OH-].[K+] (potassium hydroxide), ICCC (1-iodopropane), FC(OC1=CC=C(C=C1)NC(=O)N1N=C(C(C1)N(C(=O)OC)C)C1=CC=C(C=C1)O)(F)F (N-(4-trifluoromethoxyphenyl)-3-(4-hydroxyphenyl)-4-(N-methyl-N-(methoxycarbonyl)amino)-4,5-dihydro-1H-pyrazole-1-carboxamide). As a reaction SMILES: [F:1][C:2]([F:32])([F:31])[O:3][C:4]1[CH:9]=[CH:8][C:7]([NH:10][C:11]([N:13]2[CH2:17][CH:16]([N:18]([CH3:23])[C:19]([O:21][CH3:22])=[O:20])[C:15]([C:24]3[CH:29]=[CH:28][C:27]([OH:30])=[CH:26][CH:25]=3)=[N:14]2)=[O:12])=[CH:6][CH:5]=1.[OH-].[K+].I[CH2:36][CH2:37][CH3:38]>CS(C)=O.C(OCC)C.O>[F:32][C:2]([F:1])([F:31])[O:3][C:4]1[CH:9]=[CH:8][C:7]([NH:10][C:11]([N:13]2[CH2:17][CH:16]([N:18]([CH3:23])[C:19]([O:21][CH3:22])=[O:20])[C:15]([C:24]3[CH:29]=[CH:28][C:27]([O:30][CH2:36][CH2:37][CH3:38])=[CH:26][CH:25]=3)=[N:14]2)=[O:12])=[CH:6][CH:5]=1 |f:1.2|. Yields the product FC(OC1=CC=C(C=C1)NC(=O)N1N=C(C(C1)N(C(=O)OC)C)C1=CC=C(C=C1)OCCC)(F)F (N-(4-trifluoromethoxyphenyl)-3-(4-propoxyphenyl)-4-(N-methyl-N-(methoxycarbonyl)amino)-4,5-dihydro-1H-pyrazole-1-carboxamide).